Dataset: the Open Reaction Database (ORD), a public repository of structured organic reaction records. Task: describe an organic reaction: reactants, conditions, products, and yield Starting materials: [Ca+2], ClCCl, COC(=O)c1ccccc1S(=O)(=O)c1ccc2nc(-c3ccc(F)cc3)ccc2c1, [OH-], [OH-], O=C(OO)c1cccc(Cl)c1. Product: COC(=O)c1ccccc1S(=O)(=O)c1ccc2c(ccc(-c3ccc(F)cc3)[n+]2[O-])c1. Reaction SMILES: [Ca+2:43].[Cl:45][CH2:46][Cl:47].[F:12][c:13]1[cH:14][cH:15][c:16](-[c:19]2[n:20][c:21]3[cH:22][cH:23][c:24]([S:29](=[O:30])(=[O:31])[c:32]4[c:33]([C:34](=[O:35])[O:36][CH3:37])[cH:38][cH:39][cH:40][cH:41]4)[cH:25][c:26]3[cH:27][cH:28]2)[cH:17][cH:18]1.[OH-:42].[OH-:44].[OH:1][O:2][C:3]([c:4]1[cH:5][c:6]([Cl:7])[cH:8][cH:9][cH:10]1)=[O:11]>>[O-:1][n+:20]1[c:19](-[c:16]2[cH:15][cH:14][c:13]([F:12])[cH:18][cH:17]2)[cH:28][cH:27][c:26]2[c:21]1[cH:22][cH:23][c:24]([S:29](=[O:30])(=[O:31])[c:32]1[c:33]([C:34](=[O:35])[O:36][CH3:37])[cH:38][cH:39][cH:40][cH:41]1)[cH:25]2. Starting materials: O=C([O-])[O-], CC1(C)c2cccc(P(c3ccccc3)c3ccccc3)c2Oc2c(P(c3ccccc3)c3ccccc3)cccc21, O=C(C=Cc1ccccc1)C=Cc1ccccc1, O=C(C=Cc1ccccc1)C=Cc1ccccc1, O=C(C=Cc1ccccc1)C=Cc1ccccc1, Fc1ccc(C(F)(F)F)cc1-c1cc(Cl)c2cccnc2n1, [Cs+], [Cs+], Nc1ccncn1, C1COCCO1, [Pd], [Pd]. Product: Fc1ccc(C(F)(F)F)cc1-c1cc(Nc2ccncn2)c2cccnc2n1. RXN SMILES: [C:30](=[O:31])([O-:32])[O-:33].[CH3:36][C:37]1([CH3:38])[c:39]2[cH:40][cH:41][cH:42][c:43]([P:44]([c:45]3[cH:46][cH:47][cH:48][cH:49][cH:50]3)[c:51]3[cH:52][cH:53][cH:54][cH:55][cH:56]3)[c:57]2[O:58][c:59]2[c:60]1[cH:61][cH:62][cH:63][c:64]2[P:65]([c:66]1[cH:67][cH:68][cH:69][cH:70][cH:71]1)[c:72]1[cH:73][cH:74][cH:75][cH:76][cH:77]1.[CH:104](=[CH:105][C:106]([CH:107]=[CH:108][c:109]1[cH:110][cH:111][cH:112][cH:113][cH:114]1)=[O:115])[c:116]1[cH:117][cH:118][cH:119][cH:120][cH:121]1.[CH:122](=[CH:123][C:124]([CH:125]=[CH:126][c:127]1[cH:128][cH:129][cH:130][cH:131][cH:132]1)=[O:133])[c:134]1[cH:135][cH:136][cH:137][cH:138][cH:139]1.[CH:86](=[CH:87][C:88]([CH:89]=[CH:90][c:91]1[cH:92][cH:93][cH:94][cH:95][cH:96]1)=[O:97])[c:98]1[cH:99][cH:100][cH:101][cH:102][cH:103]1.[Cl:1][c:2]1[cH:3][c:4](-[c:12]2[c:13]([F:22])[cH:14][cH:15][c:16]([C:18]([F:19])([F:20])[F:21])[cH:17]2)[n:5][c:6]2[n:7][cH:8][cH:9][cH:10][c:11]12.[Cs+:34].[Cs+:35].[NH2:23][c:24]1[n:25][cH:26][n:27][cH:28][cH:29]1.[O:78]1[CH2:79][CH2:80][O:81][CH2:82][CH2:83]1.[Pd:84].[Pd:85]>>[c:2]1([NH:23][c:24]2[n:25][cH:26][n:27][cH:28][cH:29]2)[cH:3][c:4](-[c:12]2[c:13]([F:22])[cH:14][cH:15][c:16]([C:18]([F:19])([F:20])[F:21])[cH:17]2)[n:5][c:6]2[n:7][cH:8][cH:9][cH:10][c:11]12. Reactants: CC(=O)NC1CCCCC1Cc1ccc(N2CC(=O)N(CC[Si](C)(C)C)S2(=O)=O)c(OCc2ccccc2)c1, CCOC(C)=O, CN(C)C=O. The product is CC(=O)NC1CCCCC1Cc1ccc(N2CC(=O)NS2(=O)=O)c(OCc2ccccc2)c1. RXN SMILES: [CH2:1]([c:2]1[cH:3][cH:4][cH:5][cH:6][cH:7]1)[O:8][c:9]1[cH:10][c:11]([CH2:12][CH:13]2[CH:14]([NH:19][C:20]([CH3:21])=[O:22])[CH2:15][CH2:16][CH2:17][CH2:18]2)[cH:23][cH:24][c:25]1[N:26]1[S:27](=[O:38])(=[O:39])[N:28]([CH2:32][CH2:33][Si:34]([CH3:35])([CH3:36])[CH3:37])[C:29](=[O:31])[CH2:30]1.[CH3:40][CH2:41][O:42][C:43](=[O:44])[CH3:45].[O:46]=[CH:47][N:48]([CH3:49])[CH3:50]>>[CH2:1]([c:2]1[cH:3][cH:4][cH:5][cH:6][cH:7]1)[O:8][c:9]1[cH:10][c:11]([CH2:12][CH:13]2[CH:14]([NH:19][C:20]([CH3:21])=[O:22])[CH2:15][CH2:16][CH2:17][CH2:18]2)[cH:23][cH:24][c:25]1[N:26]1[S:27](=[O:38])(=[O:39])[NH:28][C:29](=[O:31])[CH2:30]1. The reactants are ClC1=C(C(=NC(=C1C(=O)OC)C(F)(F)Cl)C(F)(F)F)C(=O)OCC (3-Ethyl 5-methyl 4-chloro-6-(chlorodifluoromethyl)-2-(trifluoromethyl)-3,5-pyridinedicarboxylate), C1(CC1)N (cyclopropylamine). Solvent: CN(C)C=O (DMF). The product is ClC(C1=C(C(=C(C(=N1)C(F)(F)F)C(=O)OCC)NC1CC1)C(=O)OC)(F)F (3-Ethyl 5-methyl 6-(chlorodifluoromethyl)-4-(cyclopropylamino)-2-(trifluoromethyl)-3,5-pyridinedicarboxylate). The yield is 115.8%. RXN SMILES: Cl[C:2]1[C:7]([C:8]([O:10][CH3:11])=[O:9])=[C:6]([C:12]([Cl:15])([F:14])[F:13])[N:5]=[C:4]([C:16]([F:19])([F:18])[F:17])[C:3]=1[C:20]([O:22][CH2:23][CH3:24])=[O:21].[CH:25]1([NH2:28])[CH2:27][CH2:26]1>CN(C=O)C>[Cl:15][C:12]([F:14])([F:13])[C:6]1[N:5]=[C:4]([C:16]([F:17])([F:19])[F:18])[C:3]([C:20]([O:22][CH2:23][CH3:24])=[O:21])=[C:2]([NH:28][CH:25]2[CH2:27][CH2:26]2)[C:7]=1[C:8]([O:10][CH3:11])=[O:9]. Procedure: This compound was prepared as described in Example 37: 6.0 g (0.015 mol) of product of Example 28, 2.1 ml (0.030 mol) of cyclopropylamine in 25 ml of DMF were reacted at room temperature affording 7.24 g of oil. Purification by HPLC using 5% ethyl acetate/cyclohexane as eluting solvent afforded 4.77 g of solid which was recrystallized in hot hexane to give 3.92 g (62.7%) of product as a beige solid; mp 72°-73.5° C. Reactants: C(C)(=O)NC1=NC=CC(=C1)C=1SC(=C(N1)C1=C(C=CC=C1)Cl)C(=O)O (2-[2-(acetylamino)pyridin-4-yl]-4-(2-chlorophenyl)-1,3-thiazole-5-carboxylic acid), C(Cl)Cl (methylene chloride), Cl.CN(CCCN=C=NCC)C (N-(3-dimethylaminopropyl)-N′-ethylcarbodiimide hydrochloride), ON1N=NC2=C1C=CC=C2 (1-hydroxybenzotriazole), C(O)CN (Ethanolamine). Reaction conditions: time 1 hour. The product is C(C)(=O)NC1=NC=CC(=C1)C=1SC(=C(N1)C1=C(C=CC=C1)Cl)C(=O)NCCO (2-[2-(acetylamino)pyridin-4-yl]-4-(2-chlorophenyl)-N-(2-hydroxyethyl)-1,3-thiazole-5-carboxamide). Yield: 55.4%. Reaction SMILES: [C:1]([NH:4][C:5]1[CH:10]=[C:9]([C:11]2[S:12][C:13]([C:23](O)=[O:24])=[C:14]([C:16]3[CH:21]=[CH:20][CH:19]=[CH:18][C:17]=3[Cl:22])[N:15]=2)[CH:8]=[CH:7][N:6]=1)(=[O:3])[CH3:2].C(Cl)Cl.Cl.CN(C)CCCN=C=NCC.ON1C2C=CC=CC=2N=N1.[CH2:51]([CH2:53][NH2:54])[OH:52]>>[C:1]([NH:4][C:5]1[CH:10]=[C:9]([C:11]2[S:12][C:13]([C:23]([NH:54][CH2:53][CH2:51][OH:52])=[O:24])=[C:14]([C:16]3[CH:21]=[CH:20][CH:19]=[CH:18][C:17]=3[Cl:22])[N:15]=2)[CH:8]=[CH:7][N:6]=1)(=[O:3])[CH3:2] |f:2.3|. Procedure details: To a stirred solution of 2-[2-(acetylamino)pyridin-4-yl]-4-(2-chlorophenyl)-1,3-thiazole-5-carboxylic acid (0.050 g, 0.130 mmol) in methylene chloride (3.00 mL, 46.80 mmol) was added N-(3-dimethylaminopropyl)-N′-ethylcarbodiimide hydrochloride (0.056 g, 0.294 mmol) followed by 1-hydroxybenzotriazole (0.040 g, 0.294 mmol) and the resulting solution was stirred for 1 h. Ethanolamine (0.081 mL, 1.340 mmol) was added and the reaction mixture was continued to stir for 18 h. The mixture was quenched b...